From a dataset of the Open Reaction Database (ORD), a public repository of structured organic reaction records. describe an organic reaction: reactants, conditions, products, and yield Starting materials: NC1=NC=NN2C1=C(C=C2C2CCN(CCC2)C(=O)OC(C)(C)C)C=2C=CC1=CN(N=C1C2)CC2=CC=CC=C2 (tert-butyl 4-[4-amino-5-(2-benzyl-2H-indazol-6-yl)pyrrolo[2,1-f][1,2,4]triazin-7-yl]azepane-1-carboxylate), Cl (HCl). Run in CO (MeOH), O1CCOCC1 (dioxane). Conditions: time 5 hour. Yields the product Cl.N1CCC(CCC1)C1=CC(=C2C(=NC=NN21)N)C=2C=CC1=CN(N=C1C2)CC2=CC=CC=C2 (7-azepan-4-yl-5-(2-benzyl-2H-indazol-6-yl)pyrrolo[2,1-f][1,2,4]triazin-4-amine hydrochloride). Isolated yield 100.0%. As a reaction SMILES: [NH2:1][C:2]1[C:7]2=[C:8]([C:25]3[CH:26]=[CH:27][C:28]4[C:32]([CH:33]=3)=[N:31][N:30]([CH2:34][C:35]3[CH:40]=[CH:39][CH:38]=[CH:37][CH:36]=3)[CH:29]=4)[CH:9]=[C:10]([CH:11]3[CH2:17][CH2:16][CH2:15][N:14](C(OC(C)(C)C)=O)[CH2:13][CH2:12]3)[N:6]2[N:5]=[CH:4][N:3]=1.[ClH:41]>CO.O1CCOCC1>[ClH:41].[NH:14]1[CH2:15][CH2:16][CH2:17][CH:11]([C:10]2[N:6]3[C:7]([C:2]([NH2:1])=[N:3][CH:4]=[N:5]3)=[C:8]([C:25]3[CH:26]=[CH:27][C:28]4[C:32]([CH:33]=3)=[N:31][N:30]([CH2:34][C:35]3[CH:40]=[CH:39][CH:38]=[CH:37][CH:36]=3)[CH:29]=4)[CH:9]=2)[CH2:12][CH2:13]1 |f:4.5|. Reported procedure: To a solution of tert-butyl 4-[4-amino-5-(2-benzyl-2H-indazol-6-yl)pyrrolo[2,1-f][1,2,4]triazin-7-yl]azepane-1-carboxylate in MeOH (10 mL) was added 4M HCl in dioxane (5 mL). The mixture was stirred at rt for 5 h. The mixture was concentrated to dryness to afford 924 mg (100%) of the desired product, which contained trace impurities. LC-MS [M+H]+=438.28, RT=2.10 min. Reactants: O (Water), BrCCO (2-bromoethanol), N12CCCCCC2=NCCC1 (1,8-diazabicyclo[5.4.0]undec-7-ene), NC(C(C(CC1=CC=C(C=C1)F)NC(C1=C(N=CC=C1)N1N=C(C=C1)C1=C(C=C(C=C1)Cl)Cl)=O)=O)=O (N-[3-amino-1-(4-fluorobenzyl)-2,3-dioxopropyl]-2-[3-(2,4-dichlorophenyl)-1H-pyrazol-1-yl]nicotinamide). Solvent: CN(C=O)C (dimethylformamide). The product is NC(=O)C1(OCCO1)C(CC1=CC=C(C=C1)F)NC(C1=C(N=CC=C1)N1N=C(C=C1)C1=C(C=C(C=C1)Cl)Cl)=O (N-[1-[2-(Aminocarbonyl)-1,3-dioxolan-2-yl]-2-(4-fluorophenyl)ethyl]-2-[3-(2,4-dichlorophenyl)-1H-pyrazol-1-yl]nicotinamide). RXN SMILES: [NH2:1][C:2](=[O:36])[C:3](=[O:35])[CH:4]([NH:13][C:14](=[O:34])[C:15]1[CH:20]=[CH:19][CH:18]=[N:17][C:16]=1[N:21]1[CH:25]=[CH:24][C:23]([C:26]2[CH:31]=[CH:30][C:29]([Cl:32])=[CH:28][C:27]=2[Cl:33])=[N:22]1)[CH2:5][C:6]1[CH:11]=[CH:10][C:9]([F:12])=[CH:8][CH:7]=1.Br[CH2:38][CH2:39][OH:40].N12CCCN=C1CCCCC2.O>CN(C)C=O>[NH2:1][C:2]([C:3]1([CH:4]([NH:13][C:14](=[O:34])[C:15]2[CH:20]=[CH:19][CH:18]=[N:17][C:16]=2[N:21]2[CH:25]=[CH:24][C:23]([C:26]3[CH:31]=[CH:30][C:29]([Cl:32])=[CH:28][C:27]=3[Cl:33])=[N:22]2)[CH2:5][C:6]2[CH:11]=[CH:10][C:9]([F:12])=[CH:8][CH:7]=2)[O:40][CH2:39][CH2:38][O:35]1)=[O:36]. Procedure details: N-[3-amino-1-(4-fluorobenzyl)-2,3-dioxopropyl]-2-[3-(2,4-dichlorophenyl)-1H-pyrazol-1-yl]nicotinamide (0.09 g, 0.171 mmol) was dissolved in dimethylformamide (DMF, 1.7 ml) forming a slight yellow solution. Then, 2-bromoethanol (0.059 ml, 0.838 mmol) and 1,8-diazabicyclo[5.4.0]undec-7-ene (DBU, 0.090 ml, 0.598 mmol) were added with stirring at room temperature. Stirring was continued over night. Water was added to reaction mixture resulting in precipitation of the desired product. The suspension ... Starting materials: [Br-], C[Mg+], [Cl-], [NH4+], CCCc1c(Cc2ccc(-c3ccccc3C#N)cc2)c(=O)n(C2CCC(OCC=O)CC2)c2ncnn12, C1CCOC1, C1CCOC1. Product: CCCc1c(Cc2ccc(-c3ccccc3C#N)cc2)c(=O)n(C2CCC(OCC(C)O)CC2)c2ncnn12. Reaction SMILES: [Br-:44].[CH3:45][Mg+:46].[Cl-:52].[NH4+:53].[O:1]=[c:2]1[n:3]([CH:29]2[CH2:30][CH2:31][CH:32]([O:35][CH2:36][CH:37]=[O:38])[CH2:33][CH2:34]2)[c:4]2[n:5]([c:6]([CH2:23][CH2:24][CH3:25])[c:7]1[CH2:8][c:9]1[cH:10][cH:11][c:12](-[c:15]3[c:16]([C:21]#[N:22])[cH:17][cH:18][cH:19][cH:20]3)[cH:13][cH:14]1)[n:26][cH:27][n:28]2.[O:39]1[CH2:40][CH2:43][CH2:42][CH2:41]1.[O:47]1[CH2:48][CH2:49][CH2:50][CH2:51]1>>[O:1]=[c:2]1[n:3]([CH:29]2[CH2:30][CH2:31][CH:32]([O:35][CH2:36][CH:37]([OH:38])[CH3:40])[CH2:33][CH2:34]2)[c:4]2[n:5]([c:6]([CH2:23][CH2:24][CH3:25])[c:7]1[CH2:8][c:9]1[cH:10][cH:11][c:12](-[c:15]3[c:16]([C:21]#[N:22])[cH:17][cH:18][cH:19][cH:20]3)[cH:13][cH:14]1)[n:26][cH:27][n:28]2. Reported procedure: The compound is prepared as described in example 6 with 98.3 mg (1.35 mmol) of propiolic acid, 262.2 mg (1.62 mmol) of 1-(1H-imidazol-1-ylcarbonyl)-1H-imidazole and 250 mg (0.90 mmol) of 2-(4,5-Diethyl-1H-imidazol-2-yl)-1-(2,4-difluorophenyl)ethanone (example XXVII). Reactants: C(C#C)(=O)O (propiolic acid), N1(C=NC=C1)C(=O)N1C=NC=C1 (1-(1H-imidazol-1-ylcarbonyl)-1H-imidazole), C(C)C=1N=C(NC1CC)CC(=O)C1=C(C=C(C=C1)F)F (2-(4,5-Diethyl-1H-imidazol-2-yl)-1-(2,4-difluorophenyl)ethanone). Reaction SMILES: [C:1]([OH:5])(=O)[C:2]#[CH:3].N1(C(N2C=CN=C2)=O)C=CN=C1.[CH2:18]([C:20]1[N:21]=[C:22]([CH2:27][C:28]([C:30]2[CH:35]=[CH:34][C:33]([F:36])=[CH:32][C:31]=2[F:37])=[O:29])[NH:23][C:24]=1[CH2:25][CH3:26])[CH3:19]>>[F:37][C:31]1[CH:32]=[C:33]([F:36])[CH:34]=[CH:35][C:30]=1[C:28]([C:27]1[CH:3]=[CH:2][C:1](=[O:5])[N:23]2[C:24]([CH2:25][CH3:26])=[C:20]([CH2:18][CH3:19])[NH:21][C:22]=12)=[O:29]. The product is FC1=C(C(=O)C2=C3N(C(C=C2)=O)C(=C(N3)CC)CC)C=CC(=C1)F (8-(2,4-Difluorobenzoyl)-2,3-diethylimidazo[1,2-a]pyridin-5(1H)-one).